Dataset: the Open Reaction Database (ORD), a public repository of structured organic reaction records. Task: describe an organic reaction: reactants, conditions, products, and yield The reactants are ClCCl, CN1CCCCC1, CC(C)OC(=O)NC(C(=O)O)C(C)C, CC(C)COC(=O)Cl, CC(N)CNc1ccc(Cl)cc1, O. Product: CC(CNc1ccc(Cl)cc1)NC(=O)C(NC(=O)OC(C)C)C(C)C. Reaction SMILES: [CH2:42]([Cl:43])[Cl:44].[CH3:1][N:2]1[CH2:3][CH2:4][CH2:5][CH2:6][CH2:7]1.[CH:8]([CH3:9])([CH3:10])[O:11][C:12](=[O:13])[NH:14][CH:15]([CH:16]([CH3:17])[CH3:18])[C:19](=[O:20])[OH:21].[Cl:22][C:23]([O:24][CH2:25][CH:26]([CH3:27])[CH3:28])=[O:29].[Cl:30][c:31]1[cH:32][cH:33][c:34]([NH:35][CH2:36][CH:37]([CH3:38])[NH2:39])[cH:40][cH:41]1.[OH2:45]>>[CH:8]([CH3:9])([CH3:10])[O:11][C:12](=[O:13])[NH:14][CH:15]([CH:16]([CH3:17])[CH3:18])[C:19](=[O:21])[NH:39][CH:37]([CH2:36][NH:35][c:34]1[cH:33][cH:32][c:31]([Cl:30])[cH:41][cH:40]1)[CH3:38]. Reactants: C(CCC)[Li] (n-butyllithium), C(C)OC1=CC=C(C=C1)C=C(C=O)C (3-(4-ethoxyphenyl)-2-methylpropenaldehyde), O (water), [Br-].OCC[P+](C1=CC=CC=C1)(C1=CC=CC=C1)C1=CC=CC=C1 (2-hydroxyethyltriphenylphosphonium bromide). Solvent: CCCCCC (hexane), O1CCCC1 (tetrahydrofuran), O1CCCC1 (tetrahydrofuran). Reaction conditions: temperature -40 celsius, time 3 hour. The product is C(C)OC1=CC=C(C=C1)/C=C(/C=C/C=O)\C (5-(4-ethoxyphenyl)-4-methylpent-2E,4E-dienal). RXN SMILES: [Br-].[OH:2][CH2:3][CH2:4][P+](C1C=CC=CC=1)(C1C=CC=CC=1)C1C=CC=CC=1.C([Li])CCC.[CH2:29]([O:31][C:32]1[CH:37]=[CH:36][C:35]([CH:38]=[C:39]([CH3:42])[CH:40]=O)=[CH:34][CH:33]=1)[CH3:30].O>O1CCCC1.CCCCCC>[CH2:29]([O:31][C:32]1[CH:37]=[CH:36][C:35](/[CH:38]=[C:39](\[CH3:42])/[CH:40]=[CH:4]/[CH:3]=[O:2])=[CH:34][CH:33]=1)[CH3:30] |f:0.1|. Procedure: To a stirred suspension of 2-hydroxyethyltriphenylphosphonium bromide (30 g, 0.077 mol) in dried tetrahydrofuran (300 ml) cooled to −40° C. under an atmosphere of nitrogen was added a solution of n-butyllithium in hexane (2.5M, 58.5 ml) dropwise. The resulting orange suspension was then stirred at 50° C. with occasional ultrasonication for 3 h, cooled to −60° C. and a solution of 3-(4-ethoxyphenyl)-2-methylpropenaldehyde (7.4 g, 0.039 ml) in dried tetrahydrofuran (25 ml) added dropwise and allow... Reactants: C=O, CN(C)C, OCc1ccccc1. Product: CN(C)Cc1ccccc1. As a reaction SMILES: [C:13]=[O:14].[CH3:9][N:10]([CH3:11])[CH3:12].[OH:1][CH2:2][c:3]1[cH:4][cH:5][cH:6][cH:7][cH:8]1>>[CH2:2]([c:3]1[cH:4][cH:5][cH:6][cH:7][cH:8]1)[N:10]([CH3:9])[CH3:11]. The reactants are [Cl-].[NH4+] (ammonium chloride), C1(CCCCC1)C(C1=C(C=2C=NC=CC2S1)C)NC1=CC=C(C(=O)O)C=C1 (4-{[cyclohexyl(3-methylthieno[3,2-c]pyridin-2-yl)methyl]amino}benzoic acid), Cl.C(C)N=C=NCCCN(C)C (1-ethyl-3-(3-dimethylaminopropyl)carbodiimide hydrochloride), CNCCC(=O)OCC (ethyl 3-(methylamino)propanoate), O.ON1N=NC2=C1C=CC=C2 (1-hydroxybenzotriazole monohydrate). Solvent: C(C)N(CC)CC (triethylamine), CN(C=O)C (N,N-dimethylformamide). Run at time 8 hour. Product: C1(CCCCC1)C(C1=C(C=2C=NC=CC2S1)C)NC1=CC=C(C=C1)C(=O)N(CCC(=O)OCC)C (ethyl 3-{[(4-{[cyclohexyl(3-methylthieno[3,2-c]pyridin-2-yl)methyl]amino}phenyl)carbonyl](methyl)amino}propanoate). Isolated yield 66.4%. As a reaction SMILES: [CH:1]1([CH:7]([NH:18][C:19]2[CH:27]=[CH:26][C:22]([C:23](O)=[O:24])=[CH:21][CH:20]=2)[C:8]2[S:16][C:15]3[CH:14]=[CH:13][N:12]=[CH:11][C:10]=3[C:9]=2[CH3:17])[CH2:6][CH2:5][CH2:4][CH2:3][CH2:2]1.[CH3:28][NH:29][CH2:30][CH2:31][C:32]([O:34][CH2:35][CH3:36])=[O:33].O.ON1C2C=CC=CC=2N=N1.Cl.C(N=C=NCCCN(C)C)C.[Cl-].[NH4+]>CN(C)C=O.C(N(CC)CC)C>[CH:1]1([CH:7]([NH:18][C:19]2[CH:20]=[CH:21][C:22]([C:23]([N:29]([CH3:28])[CH2:30][CH2:31][C:32]([O:34][CH2:35][CH3:36])=[O:33])=[O:24])=[CH:26][CH:27]=2)[C:8]2[S:16][C:15]3[CH:14]=[CH:13][N:12]=[CH:11][C:10]=3[C:9]=2[CH3:17])[CH2:6][CH2:5][CH2:4][CH2:3][CH2:2]1 |f:2.3,4.5,6.7|. Procedure details: To a mixture of 4-{[cyclohexyl(3-methylthieno[3,2-c]pyridin-2-yl)methyl]amino}benzoic acid (209 mg) synthesized in Example A138(4), ethyl 3-(methylamino)propanoate (108 mg), 1-hydroxybenzotriazole monohydrate (126 mg), triethylamine (229 μL) and N,N-dimethylformamide (10 mL) was added 1-ethyl-3-(3-dimethylaminopropyl)carbodiimide hydrochloride (158 mg), and the mixture was stirred overnight at room temperature. Saturated aqueous ammonium chloride solution was added to quench the reaction, and th... Starting materials: ClC=1C=CC(=NC1)NC(C1=C(C(=CC(=C1)Cl)N1CCN(CC1)C(=O)OC(C)(C)C)[N+](=O)[O-])=O (N-(5-chloropyridin-2-yl)-2-nitro-3-(4-(tert-butoxycarbonyl)piperazin-1-yl)-5-chlorobenzamide), [Sn](Cl)Cl (tin(II) chloride). Run in N1=CC=CC=C1 (pyridine). The product is ClC=1C=CC(=NC1)NC(C1=C(C(=CC(=C1)Cl)N1CCN(CC1)C(=O)OC(C)(C)C)N)=O (N-(5-chloropyridin-2-yl)-2-amino-3-(4-(tert-butoxycarbonyl)piperazin-1-yl)-5-chlorobenzamide). Isolated yield 58.6%. RXN SMILES: [Cl:1][C:2]1[CH:3]=[CH:4][C:5]([NH:8][C:9](=[O:33])[C:10]2[CH:15]=[C:14]([Cl:16])[CH:13]=[C:12]([N:17]3[CH2:22][CH2:21][N:20]([C:23]([O:25][C:26]([CH3:29])([CH3:28])[CH3:27])=[O:24])[CH2:19][CH2:18]3)[C:11]=2[N+:30]([O-])=O)=[N:6][CH:7]=1.[Sn](Cl)Cl>N1C=CC=CC=1>[Cl:1][C:2]1[CH:3]=[CH:4][C:5]([NH:8][C:9](=[O:33])[C:10]2[CH:15]=[C:14]([Cl:16])[CH:13]=[C:12]([N:17]3[CH2:18][CH2:19][N:20]([C:23]([O:25][C:26]([CH3:27])([CH3:29])[CH3:28])=[O:24])[CH2:21][CH2:22]3)[C:11]=2[NH2:30])=[N:6][CH:7]=1. Procedure details: In a manner similar to that described in Paragraph A above, N-(5-chloropyridin-2-yl)-2-nitro-3-(4-(tert-butoxycarbonyl)piperazin-1-yl)-5-chlorobenzamide (13 g, 26 mmol) was reacted with tin(II) chloride diihydrate (29 g, 130 mmol) in pyridine (100 mL) to afford 7.1 g (60% yield) of N-(5-chloropyridin-2-yl)-2-amino-3-(4-(tert-butoxycarbonyl)piperazin-1-yl)-5-chlorobenzamide, as a yellow solid; NMR (DMSO-d6) 10.8 (s, 1), 8.4 (d, 1), 8.1 (d, 1), 7.9 (dd, 1), 7.6 (d, 1), 7.1 (d, 1), 6.2 (d, 2), 3.3 ... The reactants are Cc1cc(Br)ccc1S(=O)(=O)Cl, C1CCOC1, CNC. The product is Cc1cc(Br)ccc1S(=O)(=O)N(C)C. Reaction SMILES: [Br:4][c:5]1[cH:6][c:7]([CH3:15])[c:8]([S:11](=[O:12])(=[O:13])[Cl:14])[cH:9][cH:10]1.[CH2:16]1[O:17][CH2:18][CH2:19][CH2:20]1.[CH3:1][NH:2][CH3:3]>>[CH3:1][N:2]([CH3:3])[S:11]([c:8]1[c:7]([CH3:15])[cH:6][c:5]([Br:4])[cH:10][cH:9]1)(=[O:12])=[O:13]. Starting materials: O=C([O-])[O-], CCCCCCBr, CN(C)C=O, [Cl-], [K+], [K+], [NH4+], O=Cc1cccc2[nH]ccc12. Product: CCCCCCn1ccc2c(C=O)cccc21. RXN SMILES: [C:19](=[O:20])([O-:21])[O-:22].[CH2:12]([CH2:13][CH2:14][CH2:15][CH2:16][CH3:17])[Br:18].[CH3:27][N:28]([CH3:29])[CH:30]=[O:31].[Cl-:25].[K+:23].[K+:24].[NH4+:26].[nH:1]1[cH:2][cH:3][c:4]2[c:5]([CH:10]=[O:11])[cH:6][cH:7][cH:8][c:9]12>>[n:1]1([CH2:12][CH2:13][CH2:14][CH2:15][CH2:16][CH3:17])[cH:2][cH:3][c:4]2[c:5]([CH:10]=[O:11])[cH:6][cH:7][cH:8][c:9]12. Reactants: OC[C@H](O)[C@@H](O)[C@H](O)[C@H](O)CO (sorbitol), C(CCCCCCC\C=C/CCCCCCCC)(=O)O (oleic acid), C([O-])([O-])=O.[Na+].[Na+] (sodium carbonate), [PH2](=O)[O-].[Na+] (sodium hypophosphite), C(CCCCCCC\C=C/CCCCCCCC)(=O)O (oleic acid), raw material. Run at temperature 140 celsius, time 30 minute. Product: CCCCCCCC/C=C\CCCCCCCC(=O)OCC([C@@H]1[C@@H]([C@H](CO1)O)O)O (sorbitan monooleate). Reaction SMILES: O[CH2:2][C@@H:3]([C@H:5]([C@@H:7]([C@@H:9]([CH2:11][OH:12])[OH:10])[OH:8])[OH:6])[OH:4].[C:13](O)(=[O:31])[CH2:14][CH2:15][CH2:16][CH2:17][CH2:18][CH2:19][CH2:20]/[CH:21]=[CH:22]\[CH2:23][CH2:24][CH2:25][CH2:26][CH2:27][CH2:28][CH2:29][CH3:30].C(=O)([O-])[O-].[Na+].[Na+].[PH2]([O-])=O.[Na+]>>[CH3:30][CH2:29][CH2:28][CH2:27][CH2:26][CH2:25][CH2:24][CH2:23]/[CH:22]=[CH:21]\[CH2:20][CH2:19][CH2:18][CH2:17][CH2:16][CH2:15][CH2:14][C:13]([O:12][CH2:11][CH:9]([OH:10])[C@H:7]1[O:8][CH2:2][C@H:3]([OH:4])[C@H:5]1[OH:6])=[O:31] |f:2.3.4,5.6|. Reported procedure: After 497 g of a 70% by weight sorbitol aqueous solution (aldehyde value of sorbitol: 5.0 ppm), 863 g of oleic acid, 3.0 g of sodium carbonate, and 1.7 g of sodium hypophosphite were charged into a 2000 mL four-neck flask fitted with a stirring apparatus, a thermometer, and a nitrogen gas inlet, replacement with nitrogen was performed at room temperature for 30 minutes. Thereafter, the temperature was raised stepwise to 110° C., 140° C., and 170° C. After the temperature reached 170° C. as a rea... Reactants: C(#N)CCCCC(CCC1=CC=C(C(=O)OC)C=C1)C=O (Methyl 4-(7-cyano-3-formylheptyl)benzoate), solution, C(CCC)[Li] (n-butyllithium), [Br-].OC1=C(C=CC=C1)[P+](C1=CC=CC=C1)(C1=CC=CC=C1)C1=CC=CC=C1 (2-hydroxyphenyltriphenylphosphonium bromide). Run in C1CCOC1 (THF), CCCCCC (hexane), C1CCOC1 (THF). Conditions: time 5 minute. Yields the product C(#N)CCCCC(CCC1=CC=C(C(=O)OC)C=C1)\C=C\C1=C(C=CC=C1)O (Methyl E-4-{7-cyano-3-[2-(2-hydroxyphenyl)vinyl]heptyl}benzoate). The yield is 65.0%. RXN SMILES: [CH2:1]([Li])CCC.[Br-].[OH:7][C:8]1[CH:13]=[CH:12][CH:11]=[CH:10][C:9]=1[P+](C1C=CC=CC=1)(C1C=CC=CC=1)C1C=CC=CC=1.[C:33]([CH2:35][CH2:36][CH2:37][CH2:38][CH:39]([CH:52]=O)[CH2:40][CH2:41][C:42]1[CH:51]=[CH:50][C:45]([C:46]([O:48][CH3:49])=[O:47])=[CH:44][CH:43]=1)#[N:34]>CCCCCC.C1COCC1>[C:33]([CH2:35][CH2:36][CH2:37][CH2:38][CH:39](/[CH:52]=[CH:1]/[C:9]1[CH:10]=[CH:11][CH:12]=[CH:13][C:8]=1[OH:7])[CH2:40][CH2:41][C:42]1[CH:51]=[CH:50][C:45]([C:46]([O:48][CH3:49])=[O:47])=[CH:44][CH:43]=1)#[N:34] |f:1.2|. Procedure: 9.07 ml (14.52 mmol) of a 1.6 M solution of n-butyllithium in hexane are slowly added dropwise to a suspension of 3.26 g (7.26 mmol) of 2-hydroxyphenyltriphenylphosphonium bromide in 40 ml of dry THF at 0° C., and the mixture is stirred for 5 minutes. Then, at this temperature, 1.49 g (5.19 mmol) of methyl 4-(7-cyano-3-formylheptyl)benzoate from Example 94A in 10 ml of dry THF are slowly added dropwise. The reaction mixture is stirred at 0° C. for 10 minutes. The cooling is then removed, and the... The reactants are BrC1=CC=CC(=N1)N1CCC(CC1)CCO (2-(6′-bromo-3,4,5,6-tetrahydro-2H-[1,2′]bipyridinyl-4-yl)ethanol), FC1=CC=C(C=C1)B(O)O (4-fluorophenylboronic acid), C([O-])([O-])=O.[K+].[K+] (potassium carbonate). The reagents and catalysts are [Br-].C(CCC)[N+](CCCC)(CCCC)CCCC (tetrabutylammonium bromide), CC(=O)[O-].CC(=O)[O-].[Pd+2] (Pd(OAc)2). Solvent: O (water). Yields the product FC1=CC=C(C=C1)C1=CC=CC(=N1)N1CCC(CC1)CCO (2-[6′-(4-Fluorophenyl)-3,4,5,6-tetrahydro-2H-[1,2]bipyridinyl-4-yl]ethanol). As a reaction SMILES: Br[C:2]1[N:7]=[C:6]([N:8]2[CH2:13][CH2:12][CH:11]([CH2:14][CH2:15][OH:16])[CH2:10][CH2:9]2)[CH:5]=[CH:4][CH:3]=1.[F:17][C:18]1[CH:23]=[CH:22][C:21](B(O)O)=[CH:20][CH:19]=1.C(=O)([O-])[O-].[K+].[K+]>[Br-].C([N+](CCCC)(CCCC)CCCC)CCC.O.CC([O-])=O.CC([O-])=O.[Pd+2]>[F:17][C:18]1[CH:23]=[CH:22][C:21]([C:2]2[N:7]=[C:6]([N:8]3[CH2:13][CH2:12][CH:11]([CH2:14][CH2:15][OH:16])[CH2:10][CH2:9]3)[CH:5]=[CH:4][CH:3]=2)=[CH:20][CH:19]=1 |f:2.3.4,5.6,8.9.10|. Procedure: Under an inert atmosphere, 3.6 g (12.62 mmol) of 2-(6′-bromo-3,4,5,6-tetrahydro-2H-[1,2′]bipyridinyl-4-yl)ethanol (WO2004/099176), 3.53 g (25.25 mmol) of 4-fluorophenylboronic acid, 5.23 g (37.87 mmol) of potassium carbonate and 4.88 g (15.15 mmol) of tetrabutylammonium bromide in suspension in 20 ml of water are introduced. Subsequently 0.142 g (0.63 mmol) of Pd(OAc)2 is added. The reaction mixture is subsequently heated at reflux for 24 hours.